From a dataset of the Open Reaction Database (ORD), a public repository of structured organic reaction records. describe an organic reaction: reactants, conditions, products, and yield Reactants: OP(=O)(CCC(=O)N1[C@H](C(=O)OC(C)(C)C)CCC1)C1=CC=CC=C1 (1-[3-(Hydroxyphenylphosphinyl)-1-oxopropyl]-L-proline, 1,1-dimethylethyl ester), FC(C(=O)O)(F)F (trifluoroacetic acid), C1(=CC=CC=C1)OC (anisole). Reported procedure: 1-[3-(Hydroxyphenylphosphinyl)-1-oxopropyl]-L-proline, 1,1-dimethylethyl ester (1.40 gm., 0.0038 mol.) is dissolved in 20 ml. trifluoroacetic acid and 5ml. anisole and stirred 1 hour. The acid is removed in vacuo and the residue triturated several times with ether/hexane. The residue is taken up in water and the solution washed with ether, millipore filtered and lyophilized. The resulting foam is crystallized from ethyl acetate to give 1-[3-(hydroxyphenylphosphinyl)-1-oxopropyl]-L-proline m.p., ... Product: OP(=O)(CCC(=O)N1[C@H](C(=O)O)CCC1)C1=CC=CC=C1 (1-[3-(hydroxyphenylphosphinyl)-1-oxopropyl]-L-proline). Reaction SMILES: [OH:1][P:2]([C:20]1[CH:25]=[CH:24][CH:23]=[CH:22][CH:21]=1)([CH2:4][CH2:5][C:6]([N:8]1[CH2:19][CH2:18][CH2:17][C@H:9]1[C:10]([O:12]C(C)(C)C)=[O:11])=[O:7])=[O:3].FC(F)(F)C(O)=O.C1(OC)C=CC=CC=1>>[OH:3][P:2]([C:20]1[CH:25]=[CH:24][CH:23]=[CH:22][CH:21]=1)([CH2:4][CH2:5][C:6]([N:8]1[CH2:19][CH2:18][CH2:17][C@H:9]1[C:10]([OH:12])=[O:11])=[O:7])=[O:1]. Product: O=C1CC(O)C(=O)N1Cc1ccccc1. As a reaction SMILES: [C:1](=[O:2])([CH3:3])[O:4][CH:5]1[C:6](=[O:18])[N:7]([CH2:11][c:12]2[cH:13][cH:14][cH:15][cH:16][cH:17]2)[C:8](=[O:10])[CH2:9]1.[CH2:23]([OH:24])[CH3:25].[CH3:19][C:20](=[O:21])[Cl:22]>>[OH:4][CH:5]1[C:6](=[O:18])[N:7]([CH2:11][c:12]2[cH:13][cH:14][cH:15][cH:16][cH:17]2)[C:8](=[O:10])[CH2:9]1. Reactants: CC(=O)OC1CC(=O)N(Cc2ccccc2)C1=O, CCO, CC(=O)Cl. Reactants: C1N(CC=2C=NC=CC21)C(=O)OCC (ethyl 2,3-dihydro-1H-pyrrolo-[3,4-c]pyridine-2-carboxylate), CI (methyl iodide), C(C)OCC (diethyl ether). Solvent: C(C)#N (acetonitrile). The product is [I-].C(C)OC(=O)[NH+]1CC=2CN(C=CC2C1)C (2-Ethoxycarbonyl-5-methyl-2,3-dihydro-1H-pyrrolo-[3,4-c]pyridinium iodide). As a reaction SMILES: [CH2:1]1[C:9]2[CH:8]=[CH:7][N:6]=[CH:5][C:4]=2[CH2:3][N:2]1[C:10]([O:12][CH2:13][CH3:14])=[O:11].C[I:16].[CH2:17](OCC)C>C(#N)C>[I-:16].[CH2:13]([O:12][C:10]([NH+:2]1[CH2:1][C:9]2[CH:8]=[CH:7][N:6]([CH3:17])[CH2:5][C:4]=2[CH2:3]1)=[O:11])[CH3:14] |f:4.5|. Procedure details: 9.6 g (50 mmol) of ethyl 2,3-dihydro-1H-pyrrolo-[3,4-c]pyridine-2-carboxylate and 6.3 ml (100 mmol) of methyl iodide are refluxed for 15 hours in 50 ml of acetonitrile. The batch is poured into diethyl ether, and the salt which has precipitated is filtered off with suction and dried in the air. The reactants are NC1=C(C#N)C=CC(=C1)F (2-Amino-4-fluorobenzonitrile), [C@@H]1([C@H](CCCC1)N)N (cis-cyclohexane-1,2-diamine). Conditions: temperature 100 celsius, time 16 hour. Yields the product NC1=C(C#N)C=CC(=C1)N[C@H]1[C@H](CCCC1)N (rel-2-amino-4-{[(1R,2S)-2-aminocyclohexyl]amino}benzonitrile). Reaction SMILES: [NH2:1][C:2]1[CH:9]=[C:8](F)[CH:7]=[CH:6][C:3]=1[C:4]#[N:5].[C@@H:11]1([NH2:18])[CH2:16][CH2:15][CH2:14][CH2:13][C@@H:12]1[NH2:17]>>[NH2:1][C:2]1[CH:9]=[C:8]([NH:17][C@@H:12]2[CH2:13][CH2:14][CH2:15][CH2:16][C@@H:11]2[NH2:18])[CH:7]=[CH:6][C:3]=1[C:4]#[N:5]. Reported procedure: 2-Amino-4-fluorobenzonitrile (200 mg, 1.47 mmol) and cis-cyclohexane-1,2-diamine (839 mg, 7.35 mmol) (Sigma-Aldrich; CAS: 1436-59-5) were added to a vial. The vial was then sealed and heated at 100° C. After 16 hours, the reaction mixture was cooled to room temperature and purified directly by silica gel chromatography (10-100% (10% methanol in DCM)/hexanes, linear gradient) to afford rel-2-amino-4-{[(1R,2S)-2-aminocyclohexyl]amino}benzonitrile. MS ESI calc'd. for C13H19N4 [M+H]+ 231. Found 231.... Reactants: Cc1cc(Cl)ccc1-n1ncc(C(=O)O)c1C(C)(C)C, CCN(C(C)C)C(C)C, CCN=C=NCCCN(C)C, CCOCC, NC1C2CC3CC(C2)CC1C3, Cl, Cl, CN(C)C=O, On1nnc2ccccc21. Product: Cc1cc(Cl)ccc1-n1ncc(C(=O)NC2C3CC4CC(C3)CC2C4)c1C(C)(C)C. As a reaction SMILES: [C:25]([CH3:26])([CH3:27])([CH3:28])[c:29]1[c:30]([C:42](=[O:43])[OH:44])[cH:31][n:32][n:33]1-[c:34]1[c:35]([CH3:41])[cH:36][c:37]([Cl:40])[cH:38][cH:39]1.[CH2:55]([N:56]([CH:57]([CH3:58])[CH3:59])[CH:60]([CH3:61])[CH3:62])[CH3:63].[CH3:2][N:3]([CH3:4])[CH2:5][CH2:6][CH2:7][N:8]=[C:9]=[N:10][CH2:11][CH3:12].[CH3:69][CH2:70][O:71][CH2:72][CH3:73].[CH:14]12[CH:15]([NH2:24])[CH:16]3[CH2:17][CH:18]([CH2:19][CH:20]([CH2:21]1)[CH2:22]3)[CH2:23]2.[ClH:13].[ClH:1].[O:64]=[CH:65][N:66]([CH3:67])[CH3:68].[OH:45][n:46]1[c:47]2[cH:48][cH:49][cH:50][cH:51][c:52]2[n:53][n:54]1>>[CH:14]12[CH:15]([NH:24][C:42]([c:30]3[c:29]([C:25]([CH3:26])([CH3:27])[CH3:28])[n:33](-[c:34]4[c:35]([CH3:41])[cH:36][c:37]([Cl:40])[cH:38][cH:39]4)[n:32][cH:31]3)=[O:43])[CH:16]3[CH2:17][CH:18]([CH2:19][CH:20]([CH2:21]1)[CH2:22]3)[CH2:23]2. Starting materials: [Li]CCCC, O=C1NC(Cc2ccccc2)CO1, [Cl-], [NH4+], C1CCOC1, O=C(Cl)CCCCc1ccccc1. Product: O=C(CCCCc1ccccc1)N1C(=O)OCC1Cc1ccccc1. RXN SMILES: [CH2:14]([Li:15])[CH2:16][CH2:17][CH3:18].[CH2:1]([c:2]1[cH:3][cH:4][cH:5][cH:6][cH:7]1)[CH:8]1[NH:9][C:10](=[O:13])[O:11][CH2:12]1.[Cl-:32].[NH4+:33].[O:34]1[CH2:35][CH2:36][CH2:37][CH2:38]1.[c:19]1([CH2:25][CH2:26][CH2:27][CH2:28][C:29](=[O:30])[Cl:31])[cH:20][cH:21][cH:22][cH:23][cH:24]1>>[CH2:1]([c:2]1[cH:3][cH:4][cH:5][cH:6][cH:7]1)[CH:8]1[N:9]([C:29]([CH2:28][CH2:27][CH2:26][CH2:25][c:19]2[cH:20][cH:21][cH:22][cH:23][cH:24]2)=[O:30])[C:10](=[O:13])[O:11][CH2:12]1. Starting materials: NC[C@H]1N([C@H]2C[C@H]2C1)C(=O)C=1N=C(SC1C1=CC(=CC=C1)F)C ([(1S,3S,5S)-3-aminomethyl-2-aza-bicyclo[3.1.0]hex-2-yl]-[5-(3-fluoro-phenyl)-2-methyl-thiazol-4-yl]-methanone), C(C)N1N=C(C=C1C(=O)O)C (2-ethyl-5-methyl-2H-pyrazole-3-carboxylic acid). Yields the product FC=1C=C(C=CC1)C1=C(N=C(S1)C)C(=O)N1[C@H]2C[C@H]2C[C@H]1CNC(=O)C=1N(N=C(C1)C)CC (2-ethyl-5-methyl-2H-pyrazole-3-carboxylic acid {(1S,3S,5S)-2-[5-(3-fluoro-phenyl)-2-methyl-thiazole-4-carbonyl]-2-aza-bicyclo[3.1.0]hex-3-ylmethyl}-amide). As a reaction SMILES: [NH2:1][CH2:2][C@@H:3]1[CH2:8][C@H:7]2[C@H:5]([CH2:6]2)[N:4]1[C:9]([C:11]1[N:12]=[C:13]([CH3:23])[S:14][C:15]=1[C:16]1[CH:21]=[CH:20][CH:19]=[C:18]([F:22])[CH:17]=1)=[O:10].[CH2:24]([N:26]1[C:30]([C:31](O)=[O:32])=[CH:29][C:28]([CH3:34])=[N:27]1)[CH3:25]>>[F:22][C:18]1[CH:17]=[C:16]([C:15]2[S:14][C:13]([CH3:23])=[N:12][C:11]=2[C:9]([N:4]2[C@H:3]([CH2:2][NH:1][C:31]([C:30]3[N:26]([CH2:24][CH3:25])[N:27]=[C:28]([CH3:34])[CH:29]=3)=[O:32])[CH2:8][C@H:7]3[C@@H:5]2[CH2:6]3)=[O:10])[CH:21]=[CH:20][CH:19]=1. Procedure details: prepared by reaction of [(1S,3S,5S)-3-aminomethyl-2-aza-bicyclo[3.1.0]hex-2-yl]-[5-(3-fluoro-phenyl)-2-methyl-thiazol-4-yl]-methanone with 2-ethyl-5-methyl-2H-pyrazole-3-carboxylic acid. LC-MS (basic): tR=0.85 min; [M+H]+=468.2. Starting materials: NC1=CC=C(C(=N1)C(=O)O)OC1=NC(=CC(=N1)OC)OC (6-amino-3-[(4,6-dimethoxypyrimidin-2-yl)oxy]picolinic acid), C(=O)(N1C=NC=C1)N1C=NC=C1 (carbonyldiimidazole), C(C)(C)=NO (N-isopropylidenehydroxylamine), O (water). The solvent is ClCCl (dichloromethane). Product: NC1=CC=C(C(=N1)C(=O)ON=C(C)C)OC1=NC(=CC(=N1)OC)OC (isopropylideneamino 6-amino-3-[(4,6-dimethoxypyrimidin-2-yl)oxy]picolinate). Yield: 58.3%. As a reaction SMILES: [NH2:1][C:2]1[N:7]=[C:6]([C:8]([OH:10])=[O:9])[C:5]([O:11][C:12]2[N:17]=[C:16]([O:18][CH3:19])[CH:15]=[C:14]([O:20][CH3:21])[N:13]=2)=[CH:4][CH:3]=1.C(N1C=CN=C1)(N1C=CN=C1)=O.[C:34](=[N:37]O)([CH3:36])[CH3:35].O>ClCCl>[NH2:1][C:2]1[N:7]=[C:6]([C:8]([O:10][N:37]=[C:34]([CH3:36])[CH3:35])=[O:9])[C:5]([O:11][C:12]2[N:17]=[C:16]([O:18][CH3:19])[CH:15]=[C:14]([O:20][CH3:21])[N:13]=2)=[CH:4][CH:3]=1. Reported procedure: 1.5 g (5 mmol) of 6-amino-3-[(4,6-dimethoxypyrimidin-2-yl)oxy]picolinic acid, 0.8 g (5 mmol) of carbonyldiimidazole and 0.25 g (3 mmol) of N-isopropylidenehydroxylamine were stirred and refluxed in dichloromethane for 4 hours. After completion of the reaction, the reaction mixture was poured into water, and the dichloromethane layer was separated, washed with water and dried. Then, the solvent was distilled off under reduced pressure. The residual oily product was purified by column chromatograp...